This data is from the Open Reaction Database (ORD), a public repository of structured organic reaction records. The task is: describe an organic reaction: reactants, conditions, products, and yield The reactants are [H-].[Na+] (sodium hydride), CC1=C(NC=C1)C(C)=O (Methyl-2-Acetylpyrrole), CN(C=O)C (dimethylformamide), BrCCCC (1-bromobutane), CN(C=O)C (dimethylformamide), C(C)(=O)C=1NC=CC1 (2-acetylpyrrole), CN(C=O)C (dimethylformamide). Run in C(C)(=O)OCC (ethyl acetate). Product: C(CCC)N1C(=CC=C1CC)CC1=CC(=CC=C1)NC(=O)N (1-Butyl-2-(3'-ureidobenzyl)-5-ethylpyrrole). Yield: 56.0%. As a reaction SMILES: [H-].[Na+].[C:3]([C:6]1[NH:7][CH:8]=[CH:9][CH:10]=1)(=O)[CH3:4].[CH3:11][C:12]1[CH:16]=[CH:15][NH:14][C:13]=1[C:17](=O)[CH3:18].Br[CH2:21][CH2:22][CH2:23][CH3:24].C[N:26](C)[CH:27]=[O:28]>C(OCC)(=O)C>[CH2:21]([N:7]1[C:6]([CH2:3][CH3:4])=[CH:10][CH:9]=[C:8]1[CH2:11][C:12]1[CH:13]=[CH:17][CH:18]=[C:15]([NH:14][C:27]([NH2:26])=[O:28])[CH:16]=1)[CH2:22][CH2:23][CH3:24] |f:0.1|. Procedure details: 10.6 g (440 mmol) of 60% sodium hydride were suspended, under nitrogen atmosphere, in 100 ml of anhydrous dimethylformamide and then a solution of 20 g (183 mmol) of 2-acetylpyrrole, prepared, for example, as described in Preparation 1A, in 100 ml of anhydrous dimethylformamide was added thereto, in a dropwise fashion and under stirring, at room temperature. The resulting mixture was stirred for 2 hours further and then treated dropwise with a solution of 25 ml (230 mmol) of 1-bromobutane in 50 ... Starting materials: O (water), N=1C(=CN2C1C=CC=C2)C2=C(C=CC=C2)N (2-imidazo[1,2-a]pyridin-2-ylphenylamine), CC(C=O)(C)C (2,2-dimethylpropanal), O.C1(=CC=C(C=C1)S(=O)(=O)O)C (p-toluenesulfonic acid hydrate). RXN SMILES: [N:1]1[C:2]([C:10]2[CH:15]=[CH:14][CH:13]=[CH:12][C:11]=2[NH2:16])=[CH:3][N:4]2[CH:9]=[CH:8][CH:7]=[CH:6][C:5]=12.[CH3:17][C:18]([CH3:22])([CH3:21])[CH:19]=O.O.C1(C)C=CC(S(O)(=O)=O)=CC=1.O>C1(C)C(C)=CC=CC=1>[C:18]([C:22]1[N:16]=[C:11]2[CH:12]=[CH:13][CH:14]=[CH:15][C:10]2=[C:2]2[C:3]=1[N:4]1[C:5]([CH:6]=[CH:7][CH:8]=[CH:9]1)=[N:1]2)([CH3:21])([CH3:19])[CH3:17] |f:2.3|. The product is C(C)(C)(C)C=1N=C2C(=C3N=C4C=CC=CN4C13)C=CC=C2 (6-tert-Butyl-5,6b,11-triazabenzo[a]fluorene). Run in C=1(C(=CC=CC1)C)C (xylene). Procedure details: Preparation analogous to S. Sharma et al., J. Comb. Chem. 2007, 9, 783. A mixture of 20.9 g (100 mmol) of 2-imidazo[1,2-a]pyridin-2-ylphenylamine [127219-06-1], 42.1 g (500 mmol) of 2,2-dimethylpropanal [630-19-3] and 1.9 g (10 mmol) of p-toluenesulfonic acid hydrate in 500 ml of xylene is heated under reflux for 16 h, during which the water formed is removed by azeotropic distillation and a gentle stream of air is passed into the solution. After cooling, the solvent is removed in vacuo, the res... The reactants are C=Cc1cnc(C)c(OCc2ccccc2)c1CO, O=S(Cl)Cl, c1ccccc1. The product is C=Cc1cnc(C)c(OCc2ccccc2)c1CCl. Reaction SMILES: [CH2:1]([c:2]1[cH:3][cH:4][cH:5][cH:6][cH:7]1)[O:8][c:9]1[c:10]([CH3:19])[n:11][cH:12][c:13]([CH:17]=[CH2:18])[c:14]1[CH2:15][OH:16].[S:20]([Cl:21])([Cl:22])=[O:23].[cH:24]1[cH:25][cH:26][cH:27][cH:28][cH:29]1>>[CH2:1]([c:2]1[cH:3][cH:4][cH:5][cH:6][cH:7]1)[O:8][c:9]1[c:10]([CH3:19])[n:11][cH:12][c:13]([CH:17]=[CH2:18])[c:14]1[CH2:15][Cl:22]. The reactants are S(=O)(=O)([O-])C1=CC=C(C)C=C1 (Tosylate), monohydrate, CC(C)(C1=NC(=CC=C1)C(F)(F)F)N[C@H]1C(N([C@H](C1)C1=CC(=CC=C1)OC(F)(F)F)C1=CC=C(C#N)C=C1)=O (4-[(3R,5R)-3-[1-methyl-1-(6-trifluoromethyl-pyridin-2-yl)-ethylamino]-2-oxo-5-(3-trifluoromethoxy-phenyl)-pyrrolidin-1-yl]-benzonitrile). Solvent: ClCCl (dichloromethane). Product: S(=O)(=O)(O)C1=CC=C(C)C=C1.CC(C)(C1=NC(=CC=C1)C(F)(F)F)N[C@H]1C(N([C@H](C1)C1=CC(=CC=C1)OC(F)(F)F)C1=CC=C(C#N)C=C1)=O (4-[(3R,5R)-3-[1-methyl-1-(6-trifluoromethyl-pyridin-2-yl)-ethylamino]-2-oxo-5-(3-trifluoromethoxy-phenyl)-pyrrolidin-1-yl]-benzonitrile tosylate). RXN SMILES: [S:1]([C:5]1[CH:11]=[CH:10][C:8]([CH3:9])=[CH:7][CH:6]=1)([O-:4])(=[O:3])=[O:2].[CH3:12][C:13]([NH:25][C@@H:26]1[CH2:30][C@H:29]([C:31]2[CH:36]=[CH:35][CH:34]=[C:33]([O:37][C:38]([F:41])([F:40])[F:39])[CH:32]=2)[N:28]([C:42]2[CH:49]=[CH:48][C:45]([C:46]#[N:47])=[CH:44][CH:43]=2)[C:27]1=[O:50])([C:15]1[CH:20]=[CH:19][CH:18]=[C:17]([C:21]([F:24])([F:23])[F:22])[N:16]=1)[CH3:14]>ClCCl>[S:1]([C:5]1[CH:11]=[CH:10][C:8]([CH3:9])=[CH:7][CH:6]=1)([OH:4])(=[O:3])=[O:2].[CH3:14][C:13]([NH:25][C@@H:26]1[CH2:30][C@H:29]([C:31]2[CH:36]=[CH:35][CH:34]=[C:33]([O:37][C:38]([F:41])([F:39])[F:40])[CH:32]=2)[N:28]([C:42]2[CH:49]=[CH:48][C:45]([C:46]#[N:47])=[CH:44][CH:43]=2)[C:27]1=[O:50])([C:15]1[CH:20]=[CH:19][CH:18]=[C:17]([C:21]([F:24])([F:22])[F:23])[N:16]=1)[CH3:12] |f:3.4|. Procedure details: Tosylate Salt formation: Add p-toluenesulonic acid monohydrate (28.2 mg, 0.146 mmol) to a solution of 4-[(3R,5R)-3-[1-methyl-1-(6-trifluoromethyl-pyridin-2-yl)-ethylamino]-2-oxo-5-(3-trifluoromethoxy-phenyl)-pyrrolidin-1-yl]-benzonitrile (80 mg, 0.146 mmol) in dichloromethane. Evaporate to give a quantitative mass balance of 4-[(3R,5R)-3-[1-methyl-1-(6-trifluoromethyl-pyridin-2-yl)-ethylamino]-2-oxo-5-(3-trifluoromethoxy-phenyl)-pyrrolidin-1-yl]-benzonitrile tosylate as a foam. LC-MS ESI m/z: 54... The reactants are CSC1=CC=CC=2NC=NC21 (4-methylsulfanyl-1H-benzoimidazole), BrCC1CC1 (bromomethylcyclopropane), [H-].[Na+] (sodium hydride). Run in CN(C)C=O (DMF). Run at temperature 20 celsius, time 1 hour. Product: C1(CC1)CN1C=NC2=C1C=CC=C2SC (1-cyclopropylmethyl-4-methylsulfanyl-1H-benzoimidazole), C1(CC1)CN1C=NC2=C1C(=CC=C2)SC (1-cyclopropylmethyl-7-methylsulfanyl-1H-benzoimidazole). As a reaction SMILES: [CH3:1][S:2][C:3]1[C:11]2[N:10]=[CH:9][NH:8][C:7]=2[CH:6]=[CH:5][CH:4]=1.[H-].[Na+].Br[CH2:15][CH:16]1[CH2:18][CH2:17]1>CN(C=O)C>[CH:16]1([CH2:15][N:8]2[C:7]3[CH:6]=[CH:5][CH:4]=[C:3]([S:2][CH3:1])[C:11]=3[N:10]=[CH:9]2)[CH2:18][CH2:17]1.[CH:16]1([CH2:15][N:10]2[C:11]3[C:3]([S:2][CH3:1])=[CH:4][CH:5]=[CH:6][C:7]=3[N:8]=[CH:9]2)[CH2:18][CH2:17]1 |f:1.2|. Procedure details: 2 g of 4-methylsulfanyl-1H-benzoimidazole were dissolved in 20 ml of dry DMF. 0.6 g of sodium hydride (60% strength in mineral oil) were added portionwise at 0° C. After stirring for 1 h at 20° C., the mixture was cooled to 0° C. and bromomethylcyclopropane (1.5 ml) was added. The reaction mixture was stirred for 18 h at 20° C. The solvent was evaporated in vacuo and the residue was taken up in water and EA (100 ml each). The phases were separated, the aqueous phase was extracted with EA, and th... Starting materials: O=C(O)c1cc(Cl)ccc1Oc1ccc(Cl)cn1, Cl, COC(=O)c1ccc(C(C)N)cc1. The product is COC(=O)c1ccc(C(C)NC(=O)c2cc(Cl)ccc2Oc2ccc(Cl)cn2)cc1. RXN SMILES: [Cl:1][c:2]1[cH:3][cH:4][c:5]([O:11][c:12]2[n:13][cH:14][c:15]([Cl:18])[cH:16][cH:17]2)[c:6]([C:7](=[O:8])[OH:9])[cH:10]1.[ClH:19].[NH2:20][CH:21]([CH3:22])[c:23]1[cH:24][cH:25][c:26]([C:27](=[O:28])[O:29][CH3:30])[cH:31][cH:32]1>>[Cl:1][c:2]1[cH:3][cH:4][c:5]([O:11][c:12]2[n:13][cH:14][c:15]([Cl:18])[cH:16][cH:17]2)[c:6]([C:7](=[O:9])[NH:20][CH:21]([CH3:22])[c:23]2[cH:24][cH:25][c:26]([C:27](=[O:28])[O:29][CH3:30])[cH:31][cH:32]2)[cH:10]1. The reactants are C, COc1cc(C=CC(=O)N(CCN(C)C)C2CCC(C)CC2)ccc1O, CO, [Pd]. Product: COc1cc(CCC(=O)N(CCN(C)C)C2CCC(C)CC2)ccc1O. Reaction SMILES: [C:29].[CH3:1][N:2]([CH2:3][CH2:4][N:5]([C:6]([CH:7]=[CH:8][c:9]1[cH:10][c:11]([O:16][CH3:17])[c:12]([OH:15])[cH:13][cH:14]1)=[O:18])[CH:19]1[CH2:20][CH2:21][CH:22]([CH3:25])[CH2:23][CH2:24]1)[CH3:26].[CH3:27][OH:28].[Pd:30]>>[CH3:1][N:2]([CH2:3][CH2:4][N:5]([C:6]([CH2:7][CH2:8][c:9]1[cH:10][c:11]([O:16][CH3:17])[c:12]([OH:15])[cH:13][cH:14]1)=[O:18])[CH:19]1[CH2:20][CH2:21][CH:22]([CH3:25])[CH2:23][CH2:24]1)[CH3:26].